From a dataset of the Open Reaction Database (ORD), a public repository of structured organic reaction records. describe an organic reaction: reactants, conditions, products, and yield Starting materials: ClC=1C(=CC2=C(SC(=C2)CO)C1Cl)O (6,7-dichloro-5-hydroxy-2-hydroxymethylbenzo[b]thiophene), BrCC(=O)OCC (ethyl bromoacetate), C([O-])([O-])=O.[K+].[K+] (potassium carbonate), CC(CC)=O (2-butanone). The solvent is CN(C=O)C (dimethylformamide). Yields the product C(C)OC(COC1=CC2=C(SC(=C2)CO)C(=C1Cl)Cl)=O (ethyl[(6,7-dichloro-2-hydroxymethylbenzo[b]thien-5-yl)oxy]acetate). The yield is 107.9%. As a reaction SMILES: [Cl:1][C:2]1[C:3]([OH:14])=[CH:4][C:5]2[CH:9]=[C:8]([CH2:10][OH:11])[S:7][C:6]=2[C:12]=1[Cl:13].Br[CH2:16][C:17]([O:19][CH2:20][CH3:21])=[O:18].C(=O)([O-])[O-].[K+].[K+].CC(=O)CC>CN(C)C=O>[CH2:20]([O:19][C:17](=[O:18])[CH2:16][O:14][C:3]1[C:2]([Cl:1])=[C:12]([Cl:13])[C:6]2[S:7][C:8]([CH2:10][OH:11])=[CH:9][C:5]=2[CH:4]=1)[CH3:21] |f:2.3.4|. Reported procedure: A solution of 1.24 g of 6,7-dichloro-5-hydroxy-2-hydroxymethylbenzo[b]thiophene, 0.9 g of ethyl bromoacetate, 0.6 g of potassium carbonate, 25 ml of 2-butanone and 0.5 ml of dimethylformamide is stirred under reflux for 2 hrs. The aqueous layer is extracted twice with 50 ml portions of dichloromethane. The combined organic extracts, are washed with brine, dried over anhydrous magnesium sulfate, filtered and concentrated to give a clear oil which crystallizes on standing. Recrystallization of the... Reactants: [Br-], O=C(O)c1ccc(C[P+](c2ccccc2)(c2ccccc2)c2ccccc2)c(F)c1F, CC(=O)Nc1nc(C=O)cs1. The product is CC(=O)Nc1nc(C=Cc2ccc(C(=O)O)c(F)c2F)cs1. RXN SMILES: [Br-:12].[C:13](=[O:14])([OH:15])[c:16]1[c:17]([F:43])[c:18]([F:42])[c:19]([CH2:20][P+:21]([c:22]2[cH:23][cH:24][cH:25][cH:26][cH:27]2)([c:28]2[cH:29][cH:30][cH:31][cH:32][cH:33]2)[c:34]2[cH:35][cH:36][cH:37][cH:38][cH:39]2)[cH:40][cH:41]1.[CH:1](=[O:2])[c:3]1[n:4][c:5]([NH:8][C:9]([CH3:10])=[O:11])[s:6][cH:7]1>>[CH:1]([c:3]1[n:4][c:5]([NH:8][C:9]([CH3:10])=[O:11])[s:6][cH:7]1)=[CH:20][c:19]1[c:18]([F:42])[c:17]([F:43])[c:16]([C:13](=[O:14])[OH:15])[cH:41][cH:40]1. Starting materials: COC(=O)CCCCCCCBr, O=c1[nH]cc(-c2ccccc2)n1-c1ccc(Cl)cc1, [H-], [I-], [Na+], [Na+], CN(C)C=O. Product: COC(=O)CCCCCCCn1cc(-c2ccccc2)n(-c2ccc(Cl)cc2)c1=O. RXN SMILES: [CH3:22][O:23][C:24]([CH2:25][CH2:26][CH2:27][CH2:28][CH2:29][CH2:30][CH2:31][Br:32])=[O:33].[Cl:3][c:4]1[cH:5][cH:6][c:7](-[n:10]2[c:11](=[O:21])[nH:12][cH:13][c:14]2-[c:15]2[cH:16][cH:17][cH:18][cH:19][cH:20]2)[cH:8][cH:9]1.[H-:2].[I-:34].[Na+:1].[Na+:35].[O:36]=[CH:37][N:38]([CH3:39])[CH3:40]>>[Cl:3][c:4]1[cH:5][cH:6][c:7](-[n:10]2[c:11](=[O:21])[n:12]([CH2:31][CH2:30][CH2:29][CH2:28][CH2:27][CH2:26][CH2:25][C:24]([O:23][CH3:22])=[O:33])[cH:13][c:14]2-[c:15]2[cH:16][cH:17][cH:18][cH:19][cH:20]2)[cH:8][cH:9]1. Starting materials: C(C)(=O)OCC (ethyl acetate), NC1=C(C(=O)OC)C=CC=C1OC1CCOCC1 (methyl 2-amino-3-(tetrahydro-2H-pyran-4-yloxy)benzoate), O([K])C#N (KOCN). The solvent is petroleum ether, CC(=O)O (AcOH), O (water). Reaction conditions: temperature 80 celsius. Product: O1CCC(CC1)OC=1C=CC=C2C(=NC(=NC12)O)O (8-(tetrahydro-2H-pyran-4-yloxy)quinazoline-2,4-diol). Yield: 48.3%. RXN SMILES: [NH2:1][C:2]1[C:11]([O:12][CH:13]2[CH2:18][CH2:17][O:16][CH2:15][CH2:14]2)=[CH:10][CH:9]=[CH:8][C:3]=1[C:4]([O:6]C)=O.[O:19]([C:21]#[N:22])[K].C(OCC)(=O)C>CC(O)=O.O>[O:16]1[CH2:17][CH2:18][CH:13]([O:12][C:11]2[CH:10]=[CH:9][CH:8]=[C:3]3[C:2]=2[N:1]=[C:21]([OH:19])[N:22]=[C:4]3[OH:6])[CH2:14][CH2:15]1. Procedure: To a solution of methyl 2-amino-3-(tetrahydro-2H-pyran-4-yloxy)benzoate (18 g, 0.071 mol) in AcOH (180 mL) was added a solution of KOCN (11.47 g, 142 mmol) in water (22 mL) at 60° C. Then the mixture was heated at 80° C. for 40 h. TLC (petroleum ether:ethyl acetate=1:1) showed the reaction was complete. Then the mixture was concentrated in vacuo. The residue was diluted with water (200 mL). The precipitate was filtered to give the title compound (9 g, 42%) as a white solid. 1H NMR (400 MHz, DMSO... The reactants are CCCC1(Br)Cc2c3c(c(C)c(C)c2C1=O)OC(C(=O)O)C3, CS(C)=O, Cl, O. The product is CCCC1=Cc2c3c(c(C)c(C)c2C1=O)OC(C(=O)O)C3. Reaction SMILES: [CH3:1][c:2]1[c:3]([CH3:22])[c:4]2[c:8]([c:9]3[c:10]1[O:11][CH:12]([C:14](=[O:15])[OH:16])[CH2:13]3)[CH2:7][C:6]([CH2:17][CH2:18][CH3:19])([Br:20])[C:5]2=[O:21].[CH3:25][S:26]([CH3:27])=[O:28].[ClH:24].[OH2:23]>>[CH3:1][c:2]1[c:3]([CH3:22])[c:4]2[c:8]([c:9]3[c:10]1[O:11][CH:12]([C:14](=[O:15])[OH:16])[CH2:13]3)[CH:7]=[C:6]([CH2:17][CH2:18][CH3:19])[C:5]2=[O:21]. As a reaction SMILES: [C:35](=[O:36])([O-:37])[O-:38].[CH3:41][C:42](=[O:43])[CH2:44][CH3:45].[Cl:1][c:2]1[c:3]([O:4][c:5]2[cH:6][c:7]([N+:14]([O-:15])=[O:16])[c:8]([N+:11](=[O:12])[O-:13])[cH:9][cH:10]2)[cH:17][cH:18][c:19]([C:21]([F:22])([F:23])[F:24])[cH:20]1.[K+:39].[K+:40].[OH:25][CH2:26][P:27]([O:28][CH2:29][CH3:30])([O:31][CH2:32][CH3:33])=[O:34]>>[Cl:1][c:2]1[c:3]([O:4][c:5]2[cH:6][c:7]([O:25][CH2:26][P:27]([O:28][CH2:29][CH3:30])([O:31][CH2:32][CH3:33])=[O:34])[c:8]([N+:11](=[O:12])[O-:13])[cH:9][cH:10]2)[cH:17][cH:18][c:19]([C:21]([F:22])([F:23])[F:24])[cH:20]1. Starting materials: O=C([O-])[O-], CCC(C)=O, O=[N+]([O-])c1ccc(Oc2ccc(C(F)(F)F)cc2Cl)cc1[N+](=O)[O-], [K+], [K+], CCOP(=O)(CO)OCC. The product is CCOP(=O)(COc1cc(Oc2ccc(C(F)(F)F)cc2Cl)ccc1[N+](=O)[O-])OCC.